Dataset: the Open Reaction Database (ORD), a public repository of structured organic reaction records. Task: describe an organic reaction: reactants, conditions, products, and yield Reactants: CCCCNCc1ccc(-c2ccccc2C#N)cc1, COC(=O)C(C)(C)CCC(=O)O, CCOC(C)=O, [Cl-]. Product: CCCCN(Cc1ccc(-c2ccccc2C#N)cc1)C(=O)CCC(C)(C)C(=O)OC. Reaction SMILES: [CH2:14]([CH2:15][CH2:16][CH3:17])[NH:18][CH2:19][c:20]1[cH:21][cH:22][c:23](-[c:26]2[c:27]([C:32]#[N:33])[cH:28][cH:29][cH:30][cH:31]2)[cH:24][cH:25]1.[CH3:2][O:3][C:4](=[O:5])[C:6]([CH2:7][CH2:8][C:9](=[O:10])[OH:11])([CH3:12])[CH3:13].[CH3:34][CH2:35][O:36][C:37](=[O:38])[CH3:39].[Cl-:1]>>[CH3:2][O:3][C:4](=[O:5])[C:6]([CH2:7][CH2:8][C:9](=[O:11])[N:18]([CH2:14][CH2:15][CH2:16][CH3:17])[CH2:19][c:20]1[cH:21][cH:22][c:23](-[c:26]2[c:27]([C:32]#[N:33])[cH:28][cH:29][cH:30][cH:31]2)[cH:24][cH:25]1)([CH3:12])[CH3:13].